Dataset: the Open Reaction Database (ORD), a public repository of structured organic reaction records. Task: describe an organic reaction: reactants, conditions, products, and yield Reactants: CCn1cc(C(=O)O)c(=O)c2cnc(N3CCN(C=O)CC3)nc21, Cl. Product: CCn1cc(C(=O)O)c(=O)c2cnc(N3CCNCC3)nc21, Cl. As a reaction SMILES: [CH2:1]([CH3:2])[n:3]1[cH:4][c:5]([C:22](=[O:23])[OH:24])[c:6](=[O:21])[c:7]2[c:8]1[n:9][c:10]([N:13]1[CH2:14][CH2:15][N:16]([CH:19]=[O:20])[CH2:17][CH2:18]1)[n:11][cH:12]2.[ClH:25]>>[CH2:1]([CH3:2])[n:3]1[cH:4][c:5]([C:22](=[O:23])[OH:24])[c:6](=[O:21])[c:7]2[c:8]1[n:9][c:10]([N:13]1[CH2:14][CH2:15][NH:16][CH2:17][CH2:18]1)[n:11][cH:12]2.[ClH:25]. Starting materials: Cl.ClC1=CC=C(CN(N)C2=C(C=CC=C2)C(C)C)C=C1 (1-(4-chlorobenzyl)-1-(2-isopropylphenyl) hydrazine hydrochloride), ethyl and isopropyl esters, CCOC(=O)CC1CCCCC1=O (ethyl 2-cyclohexanone acetate). Yields the product ClC1=CC=C(CN2C3=C(C=CC=C3C=3CCCC(C23)CC(=O)OCC)C(C)C)C=C1 (Ethyl 9-p-chlorobenzyl-8-isopropyl-1,2,3,4-tetrahydrocarbazol-1-yl-acetate). RXN SMILES: Cl.[Cl:2][C:3]1[CH:20]=[CH:19][C:6]([CH2:7][N:8]([C:10]2[CH:15]=[CH:14][CH:13]=[CH:12][C:11]=2[CH:16]([CH3:18])[CH3:17])N)=[CH:5][CH:4]=1.[CH3:21][CH2:22][O:23][C:24]([CH2:26][CH:27]1[C:32](=O)[CH2:31][CH2:30][CH2:29][CH2:28]1)=[O:25]>>[Cl:2][C:3]1[CH:20]=[CH:19][C:6]([CH2:7][N:8]2[C:28]3[CH:27]([CH2:26][C:24]([O:23][CH2:22][CH3:21])=[O:25])[CH2:32][CH2:31][CH2:30][C:29]=3[C:15]3[C:10]2=[C:11]([CH:16]([CH3:18])[CH3:17])[CH:12]=[CH:13][CH:14]=3)=[CH:5][CH:4]=1 |f:0.1|. Procedure: Following the procedure of Example 1, but using 1-(4-chlorobenzyl)-1-(2-isopropylphenyl) hydrazine hydrochloride and ethyl 2-cyclohexanone acetate as starting materials, the title compound was prepared as a mixture of ethyl and isopropyl esters.